Dataset: the Open Reaction Database (ORD), a public repository of structured organic reaction records. Task: describe an organic reaction: reactants, conditions, products, and yield Reactants: NC=1SC(=C(C1C(=O)OCC)C)C (ethyl 2-amino-4,5-dimethylthiophene-3-carboxylate), C(=O)N (formamide). Yields the product OC=1C2=C(N=CN1)SC(=C2C)C (4-hydroxy-5,6-dimethylthieno[2,3-d]pyrimidine). Reaction SMILES: [NH2:1][C:2]1[S:3][C:4]([CH3:13])=[C:5]([CH3:12])[C:6]=1[C:7](OCC)=[O:8].[CH:14]([NH2:16])=O>>[OH:8][C:7]1[C:6]2[C:5]([CH3:12])=[C:4]([CH3:13])[S:3][C:2]=2[N:1]=[CH:14][N:16]=1. Procedure details: Using ethyl 2-amino-4,5-dimethylthiophene-3-carboxylate (500 mg, 2.5 mmol) and formamide (5 ml), a similar procedure to a) in Production Example 208 was carried out to obtain 4-hydroxy-5,6-dimethylthieno[2,3-d]pyrimidine (380 mg, 2.1 mmol) having the following physical properties: Reactants: FC(C(=O)[O-])(F)F.[NH+]1=CC=CC=C1 (pyridinium trifluoroacetate), CCN=C=NCCCN(C)C (EDCI), CS(=O)C (DMSO), COC(CCCCCCN1C(CCCC1=O)CO)=O (7-(2-hydroxymethyl-6-oxo-piperidin-1-yl)-heptanoic acid methyl ester). Solvent: C1=CC=CC=C1 (benzene). Reaction conditions: temperature 0 celsius, time 3.5 hour. Yields the product COC(CCCCCCN1C(CCCC1=O)C=O)=O (7-(2-formyl-6-oxo-piperidin-1-yl)-heptanoic acid methyl ester). As a reaction SMILES: CCN=C=NCCCN(C)C.CS(C)=O.[CH3:16][O:17][C:18](=[O:34])[CH2:19][CH2:20][CH2:21][CH2:22][CH2:23][CH2:24][N:25]1[C:30](=[O:31])[CH2:29][CH2:28][CH2:27][CH:26]1[CH2:32][OH:33].FC(F)(F)C([O-])=O.[NH+]1C=CC=CC=1>C1C=CC=CC=1>[CH3:16][O:17][C:18](=[O:34])[CH2:19][CH2:20][CH2:21][CH2:22][CH2:23][CH2:24][N:25]1[C:30](=[O:31])[CH2:29][CH2:28][CH2:27][CH:26]1[CH:32]=[O:33] |f:3.4|. Reported procedure: EDCI (212 mg, 1.10 mmol) and DMSO (0.10 mL, 1.48 mmol) were added sequentially to a solution of 7-(2-hydroxymethyl-6-oxo-piperidin-1-yl)-heptanoic acid methyl ester (100 mg, 0.37 mmol) in benzene (4.0 mL) at rt. The mixture was cooled to 0° C. and pyridinium trifluoroacetate (79 mg, 0.41 mmol) was added. The reaction was allowed to warm to rt and then was stirred at rt for 3.5 h. The solution was decanted from the oily residue and the residue was washed with benzene (3×3 mL). The combined benzen...